Task: describe an organic reaction: reactants, conditions, products, and yield. Dataset: the Open Reaction Database (ORD), a public repository of structured organic reaction records The reactants are C(C)(=O)[O-].[Na+] (sodium acetate), CS(=O)(=O)O[C@@H](COC1=CC=C(C=C1)OC1=CC=CC=C1)C ((R)-1-methyl-2-(4-phenoxyphenoxy)ethyl methanesulfonate), ice water. The solvent is CN(C=O)C (dimethylformamide). Conditions: time 5 hour. The product is C(C)(=O)O[C@H](COC1=CC=C(C=C1)OC1=CC=CC=C1)C ((S)-(-)-1-methyl-2-(4- phenoxyphenoxy)ethyl acetate). Isolated yield 70.7%. Reaction SMILES: [C:1]([O-:4])(=[O:3])[CH3:2].[Na+].CS(O[C@H:11]([CH3:27])[CH2:12][O:13][C:14]1[CH:19]=[CH:18][C:17]([O:20][C:21]2[CH:26]=[CH:25][CH:24]=[CH:23][CH:22]=2)=[CH:16][CH:15]=1)(=O)=O>CN(C)C=O>[C:1]([O:4][C@@H:11]([CH3:27])[CH2:12][O:13][C:14]1[CH:19]=[CH:18][C:17]([O:20][C:21]2[CH:26]=[CH:25][CH:24]=[CH:23][CH:22]=2)=[CH:16][CH:15]=1)(=[O:3])[CH3:2] |f:0.1|. Procedure: A mixture of anhydrous sodium acetate (82 mg, 1.0 mmol), (R)-1-methyl-2-(4-phenoxyphenoxy)ethyl methanesulfonate (250 mg, 0.78 mmol; ee.: 99.4%) and dimethylformamide (5 ml) was stirred at an inner temperature of 100° to 110° C. for 5 hours. After allowed to cool, ice-water was added thereto, and the reaction mixture was extracted with toluene three times. The toluene layer was dried over anhydrous magnesium sulfate. The solvent was removed, and the residue was purified by thin layer chromatogra... Reactants: I(=O)(=O)(=O)[O-].[Na+] (Sodium periodate), C(C)(=O)[O-].[NH4+] (ammonium acetate), CC1(OB(OC1(C)C)C1=CC=C(C=C1)N(CC(=O)N1C[C@H](CC1)NC(OC(C)(C)C)=O)C(\C=C\C1=CC=CC=C1)=O)C ([(S)-1-(2-{[4-(4,4,5,5-tetramethyl-1,3,2-dioxaborolan-2-yl)phenyl]-[(E)-(3-phenylacryloyl)]amino}acetyl)pyrrolidin-3-yl]-carbamic acid, tert-butyl ester). The solvent is O (water), CC(=O)C (acetone). Reaction conditions: time 64 hour. Yields the product B(O)(O)C1=CC=C(C=C1)N(CC(=O)N1C[C@H](CC1)NC(OC(C)(C)C)=O)C(\C=C\C1=CC=CC=C1)=O ([(S)-1-(2-{(4-Borono-phenyl)-[(E)-(3-phenylacryloyl)]amino}acetyl)pyrrolidin-3-yl]carbamic acid, tert-butyl ester). Isolated yield 79.8%. Reaction SMILES: I([O-])(=O)(=O)=O.[Na+].C([O-])(=O)C.[NH4+].CC1(C)C(C)(C)[O:16][B:15]([C:20]2[CH:25]=[CH:24][C:23]([N:26]([C:43](=[O:52])/[CH:44]=[CH:45]/[C:46]3[CH:51]=[CH:50][CH:49]=[CH:48][CH:47]=3)[CH2:27][C:28]([N:30]3[CH2:34][CH2:33][C@H:32]([NH:35][C:36](=[O:42])[O:37][C:38]([CH3:41])([CH3:40])[CH3:39])[CH2:31]3)=[O:29])=[CH:22][CH:21]=2)[O:14]1>O.CC(C)=O>[B:15]([C:20]1[CH:21]=[CH:22][C:23]([N:26]([C:43](=[O:52])/[CH:44]=[CH:45]/[C:46]2[CH:51]=[CH:50][CH:49]=[CH:48][CH:47]=2)[CH2:27][C:28]([N:30]2[CH2:34][CH2:33][C@H:32]([NH:35][C:36](=[O:42])[O:37][C:38]([CH3:41])([CH3:40])[CH3:39])[CH2:31]2)=[O:29])=[CH:24][CH:25]=1)([OH:14])[OH:16] |f:0.1,2.3|. Procedure: Sodium periodate (2.06 g, 9.6 mmol) and ammonium acetate (0.74 g, 9.6 mmol) in water (20 mL) were added to [(S)-1-(2-{[4-(4,4,5,5-tetramethyl-1,3,2-dioxaborolan-2-yl)phenyl]-[(E)-(3-phenylacryloyl)]amino}acetyl)pyrrolidin-3-yl]-carbamic acid, tert-butyl ester 4 (1.85 g, 3.2 mmol) in acetone (30 mL) and the reaction stirred at room temperature for 64 h. The reaction mixture was concentrated in vacuo and 1M NaOH was added. The mixture was stirred for 4 h and then shaken with dichloromethane and fi... Reactants: FC=1C=C2C(C(=CN(C2=C(C1F)F)C(C)C)C(=O)O)=O (6,7,8-trifluoro-1,4-dihydro-1-isopropyl-4-oxoquinoline-3-carboxylic acid), CC1NCCNC1 (2-methyl piperazine). Run in N1=CC=CC=C1 (pyridine). The product is FC=1C=C2C(C(=CN(C2=C(C1N1CC(NCC1)C)F)C(C)C)C(=O)O)=O (6,8-Difluoro-1,4-dihydro-1-isopropyl-7-(3-methyl-1-piperazinyl)-4-oxoquinoline-3-carboxylic acid). Yield: 48.2%. As a reaction SMILES: [F:1][C:2]1[CH:3]=[C:4]2[C:9](=[C:10]([F:13])[C:11]=1F)[N:8]([CH:14]([CH3:16])[CH3:15])[CH:7]=[C:6]([C:17]([OH:19])=[O:18])[C:5]2=[O:20].[CH3:21][CH:22]1[CH2:27][NH:26][CH2:25][CH2:24][NH:23]1>N1C=CC=CC=1>[F:1][C:2]1[CH:3]=[C:4]2[C:9](=[C:10]([F:13])[C:11]=1[N:26]1[CH2:25][CH2:24][NH:23][CH:22]([CH3:21])[CH2:27]1)[N:8]([CH:14]([CH3:15])[CH3:16])[CH:7]=[C:6]([C:17]([OH:19])=[O:18])[C:5]2=[O:20]. Procedure details: A mixture of 0.68 g of 6,7,8-trifluoro-1,4-dihydro-1-isopropyl-4-oxoquinoline-3-carboxylic acid, 0.72 g of 2-methyl piperazine and 10 ml of pyridine was treated in the same manner as described for Example 4 to give 0.42 g of the title compound as colorless crystals. M.p. 217°-218° C.